From a dataset of the Open Reaction Database (ORD), a public repository of structured organic reaction records. describe an organic reaction: reactants, conditions, products, and yield Reactants: O=C([O-])[O-], CNS(C)(=O)=O, CCCCOC(C)=O, CC(C)=O, COC(=O)c1c(-c2ccc(F)cc2)nc(OS(=O)(=O)C(F)(F)F)nc1C(C)C, [K+], [K+], O. The product is COC(=O)c1c(-c2ccc(F)cc2)nc(N(C)S(C)(=O)=O)nc1C(C)C. Reaction SMILES: [C:35](=[O:36])([O-:37])[O-:38].[CH3:29][NH:30][S:31](=[O:32])(=[O:33])[CH3:34].[CH3:41][CH2:42][CH2:43][CH2:44][O:45][C:46](=[O:47])[CH3:48].[CH3:49][C:50](=[O:51])[CH3:52].[F:1][c:2]1[cH:3][cH:4][c:5](-[c:8]2[n:9][c:10]([O:21][S:22]([C:23]([F:24])([F:25])[F:26])(=[O:27])=[O:28])[n:11][c:12]([CH:18]([CH3:19])[CH3:20])[c:13]2[C:14](=[O:15])[O:16][CH3:17])[cH:6][cH:7]1.[K+:39].[K+:40].[OH2:53]>>[F:1][c:2]1[cH:3][cH:4][c:5](-[c:8]2[n:9][c:10]([N:30]([CH3:29])[S:31](=[O:32])(=[O:33])[CH3:34])[n:11][c:12]([CH:18]([CH3:19])[CH3:20])[c:13]2[C:14](=[O:15])[O:16][CH3:17])[cH:6][cH:7]1. Starting materials: COC(=O)c1c(Cl)cc(Cl)cc1CBr, CCOC(C)=O, Cc1ccccc1, CCCCCC, NCc1ccc(OC(F)F)cc1, [K+], [K+], O=C([O-])[O-]. Yields the product O=C1c2c(Cl)cc(Cl)cc2CN1Cc1ccc(OC(F)F)cc1. RXN SMILES: [CH3:1][O:2][C:3]([c:4]1[c:5]([CH2:12][Br:13])[cH:6][c:7]([Cl:11])[cH:8][c:9]1[Cl:10])=[O:14].[CH3:33][CH2:34][O:35][C:36](=[O:37])[CH3:38].[CH3:39][c:40]1[cH:41][cH:42][cH:43][cH:44][cH:45]1.[CH3:46][CH2:47][CH2:48][CH2:49][CH2:50][CH3:51].[F:15][CH:16]([O:17][c:18]1[cH:19][cH:20][c:21]([CH2:22][NH2:23])[cH:24][cH:25]1)[F:26].[K+:27].[K+:28].[O-:29][C:30]([O-:31])=[O:32]>>[C:3]1(=[O:14])[c:4]2[c:5]([cH:6][c:7]([Cl:11])[cH:8][c:9]2[Cl:10])[CH2:12][N:23]1[CH2:22][c:21]1[cH:20][cH:19][c:18]([O:17][CH:16]([F:15])[F:26])[cH:25][cH:24]1.